From a dataset of the Open Reaction Database (ORD), a public repository of structured organic reaction records. describe an organic reaction: reactants, conditions, products, and yield The reactants are Cc1ccccc1C, O, O=[N+]([O-])O, Cc1ccc(S(=O)(=O)O)cc1S(=O)(=O)O. Yields the product Cc1cccc([N+](=O)[O-])c1C. As a reaction SMILES: [CH3:21][c:22]1[cH:23][cH:24][cH:25][cH:26][c:27]1[CH3:28].[OH2:16].[OH:17][N+:18]([O-:19])=[O:20].[c:1]1([CH3:2])[c:3]([S:4]([OH:5])(=[O:6])=[O:7])[cH:8][c:9]([S:10]([OH:11])(=[O:12])=[O:13])[cH:14][cH:15]1>>[O-:17][N+:18](=[O:20])[c:23]1[c:22]([CH3:21])[c:27]([CH3:28])[cH:26][cH:25][cH:24]1.